This data is from the Open Reaction Database (ORD), a public repository of structured organic reaction records. The task is: describe an organic reaction: reactants, conditions, products, and yield The reactants are BrC=1C=NC=2N(C1)N=C(N2)N2CCOCC2 (6-Bromo-2-morpholin-4-yl-[1,2,4]triazolo[1,5-a]pyrimidine), C(#C)C1=CC(=CC=C1)C (ethynyl-3-methylbenzene). Product: N1(CCOCC1)C1=NN2C(N=CC(=C2)C#CC=2C=C(C=CC2)C)=N1 (2-Morpholin-4-yl-6-m-tolylethynyl-[1,2,4]triazolo[1,5-a]pyrimidine). As a reaction SMILES: Br[C:2]1[CH:3]=[N:4][C:5]2[N:6]([N:8]=[C:9]([N:11]3[CH2:16][CH2:15][O:14][CH2:13][CH2:12]3)[N:10]=2)[CH:7]=1.[C:17]([C:19]1[CH:24]=[CH:23][CH:22]=[C:21]([CH3:25])[CH:20]=1)#[CH:18]>>[N:11]1([C:9]2[N:10]=[C:5]3[N:4]=[CH:3][C:2]([C:18]#[C:17][C:19]4[CH:20]=[C:21]([CH3:25])[CH:22]=[CH:23][CH:24]=4)=[CH:7][N:6]3[N:8]=2)[CH2:16][CH2:15][O:14][CH2:13][CH2:12]1. Procedure: The title compound, a brown solid, MS: m/e=320.2 (M+H+), can be prepared in accordance with the general method of example 1 from 6-bromo-2-morpholin-4-yl-[1,2,4]triazolo[1,5-a]pyrimidine (example 47, step 1) and ethynyl-3-methylbenzene. The reactants are CC(C)(C)OC(=O)Nc1nccc(Oc2ccc(NC(=O)c3cccn(-c4ccc(F)cc4)c3=O)cc2F)c1CO[Si](C)(C)C(C)(C)C, C1CCOC1, CCCC[N+](CCCC)(CCCC)CCCC, CCOC(C)=O. Product: CC(C)(C)OC(=O)Nc1nccc(Oc2ccc(NC(=O)c3cccn(-c4ccc(F)cc4)c3=O)cc2F)c1CO. RXN SMILES: [C:1]([Si:2]([CH3:3])([CH3:4])[O:6][CH2:7][c:8]1[c:9]([NH:39][C:40]([O:41][C:42]([CH3:43])([CH3:44])[CH3:45])=[O:46])[n:10][cH:11][cH:12][c:13]1[O:14][c:15]1[c:16]([F:38])[cH:17][c:18]([NH:21][C:22](=[O:23])[c:24]2[c:25](=[O:37])[n:26](-[c:30]3[cH:31][cH:32][c:33]([F:36])[cH:34][cH:35]3)[cH:27][cH:28][cH:29]2)[cH:19][cH:20]1)([CH3:5])([CH3:47])[CH3:48].[CH2:66]1[O:67][CH2:68][CH2:69][CH2:70]1.[CH3:49][CH2:50][CH2:51][CH2:52][N+:53]([CH2:54][CH2:55][CH2:56][CH3:57])([CH2:58][CH2:59][CH2:60][CH3:61])[CH2:62][CH2:63][CH2:64][CH3:65].[CH3:71][CH2:72][O:73][C:74](=[O:75])[CH3:76]>>[OH:6][CH2:7][c:8]1[c:9]([NH:39][C:40]([O:41][C:42]([CH3:43])([CH3:44])[CH3:45])=[O:46])[n:10][cH:11][cH:12][c:13]1[O:14][c:15]1[c:16]([F:38])[cH:17][c:18]([NH:21][C:22](=[O:23])[c:24]2[c:25](=[O:37])[n:26](-[c:30]3[cH:31][cH:32][c:33]([F:36])[cH:34][cH:35]3)[cH:27][cH:28][cH:29]2)[cH:19][cH:20]1.